From a dataset of the Open Reaction Database (ORD), a public repository of structured organic reaction records. describe an organic reaction: reactants, conditions, products, and yield Reactants: C(C)OCCNC(COC1=C(C=C(C=C1Cl)Cl)Cl)=O (N-(ethoxyethyl)-2.4.6-trichlorophenoxyacetamide), CSC.B (borane methyl sulfide), CO (methanol). The solvent is C1(=CC=CC=C1)C (toluene). Run at temperature 60 celsius. Yields the product Cl.ClC1=C(C(=CC(=C1)Cl)Cl)OCCNCCOCC (N-ethoxyethyl ethanolamine 2,4,6-trichlorophenylether hydrochloride). Isolated yield 206.5%. Reaction SMILES: [CH2:1]([O:3][CH2:4][CH2:5][NH:6][C:7](=O)[CH2:8][O:9][C:10]1[C:15]([Cl:16])=[CH:14][C:13]([Cl:17])=[CH:12][C:11]=1[Cl:18])[CH3:2].CSC.B.CO>C1(C)C=CC=CC=1>[ClH:16].[Cl:16][C:15]1[CH:14]=[C:13]([Cl:17])[CH:12]=[C:11]([Cl:18])[C:10]=1[O:9][CH2:8][CH2:7][NH:6][CH2:5][CH2:4][O:3][CH2:1][CH3:2] |f:1.2,5.6|. Procedure details: To a mixture of 31.5 g (0.096 moles) N-(ethoxyethyl)-2.4.6-trichlorophenoxyacetamide in about 200 ml toluene, 18.2 ml (2 equivalents) borane methyl sulfide were added slowly. The resulting mixture was heated to about 60° C. and maintained at that temperature overnight. After cooling, methanol (about 100 ml) was slowly added to the system. After the addition was complete, the mixture was acidified by bubbling in HCl gas. Afterwards, the system was refluxed for about an hour. The solvent was remov... The reactants are CCOC(=O)CC(=O)OCC, CS(=O)(=O)OCCc1ccc2c(c1)OCO2, [H-], [H][H], [Na+], c1ccccc1. The product is CCOC(=O)C(CCc1ccc2c(c1)OCO2)C(=O)OCC. RXN SMILES: [C:3]([CH2:4][C:5](=[O:6])[O:7][CH2:8][CH3:9])(=[O:10])[O:11][CH2:12][CH3:13].[CH3:16][S:17]([O:18][CH2:21][CH2:22][c:23]1[cH:24][c:25]2[c:26]([cH:27][cH:28]1)[O:29][CH2:30][O:31]2)(=[O:19])=[O:20].[H-:2].[H:14][H:15].[Na+:1].[cH:32]1[cH:33][cH:34][cH:35][cH:36][cH:37]1>>[C:3]([CH:4]([C:5](=[O:6])[O:7][CH2:8][CH3:9])[CH2:21][CH2:22][c:23]1[cH:24][c:25]2[c:26]([cH:27][cH:28]1)[O:29][CH2:30][O:31]2)(=[O:10])[O:11][CH2:12][CH3:13].